This data is from the Open Reaction Database (ORD), a public repository of structured organic reaction records. The task is: describe an organic reaction: reactants, conditions, products, and yield Starting materials: ClC=1N=C(C2=C(N1)SC(=C2)C=O)N2CCOCC2 (2-chloro-4-morpholin-4-yl-thieno[2,3-d]pyrimidine-6-carbaldehyde), Cl.CS(=O)(=O)N1CCNCCC1 (1-methanesulfonyl-[1,4]diazepane hydrochloride salt). Product: ClC=1N=C(C2=C(N1)SC(=C2)CN2CCN(CCC2)S(=O)(=O)C)N2CCOCC2 (2-chloro-6-(4-methanesulfonyl-[1,4]diazepan-1-ylmethyl)-4-morpholin-4-yl-thieno[2,3-d]pyrimidine). RXN SMILES: [Cl:1][C:2]1[N:3]=[C:4]([N:13]2[CH2:18][CH2:17][O:16][CH2:15][CH2:14]2)[C:5]2[CH:10]=[C:9]([CH:11]=O)[S:8][C:6]=2[N:7]=1.Cl.[CH3:20][S:21]([N:24]1[CH2:30][CH2:29][CH2:28][NH:27][CH2:26][CH2:25]1)(=[O:23])=[O:22]>>[Cl:1][C:2]1[N:3]=[C:4]([N:13]2[CH2:18][CH2:17][O:16][CH2:15][CH2:14]2)[C:5]2[CH:10]=[C:9]([CH2:11][N:27]3[CH2:28][CH2:29][CH2:30][N:24]([S:21]([CH3:20])(=[O:22])=[O:23])[CH2:25][CH2:26]3)[S:8][C:6]=2[N:7]=1 |f:1.2|. Reported procedure: Reaction between 2-chloro-4-morpholin-4-yl-thieno[2,3-d]pyrimidine-6-carbaldehyde and 1-methanesulfonyl-[1,4]diazepane hydrochloride salt using General Procedure C (reductive amination) yielded 2-chloro-6-(4-methanesulfonyl-[1,4]diazepan-1-ylmethyl)-4-morpholin-4-yl-thieno[2,3-d]pyrimidine. Isolated yield 94.1%. Procedure details: 4-Chloro-8-methoxy-quinoline-3-carboxylic acid ethyl ester (265 mg, 1.0 mmol) was treated with C-(tetrahydro-pyran-4-yl)-methylamine (1.5 mmol) following general procedure B to afford 8-methoxy-4-[(tetrahydro-pyran-4-ylmethyl)-amino]-quinoline-3-carboxylic acid ethyl ester (324 mg). 3-Ethyl-7-methoxy-1-(tetrahydro-pyran-4-ylmethyl)-1H-pyrimido[5,4-c]quinoline-2,4-dione (19 mg) was prepared from 8-methoxy-4-[(tetrahydro-pyran-4-ylmethyl)-amino]-quinoline-3-carboxylic acid ethyl ester (0.10 mmol) ... Reactants: C(C)OC(=O)C=1C=NC2=C(C=CC=C2C1Cl)OC (4-Chloro-8-methoxy-quinoline-3-carboxylic acid ethyl ester), O1CCC(CC1)CN (C-(tetrahydro-pyran-4-yl)-methylamine). As a reaction SMILES: [CH2:1]([O:3][C:4]([C:6]1[CH:7]=[N:8][C:9]2[C:14]([C:15]=1Cl)=[CH:13][CH:12]=[CH:11][C:10]=2[O:17][CH3:18])=[O:5])[CH3:2].[O:19]1[CH2:24][CH2:23][CH:22]([CH2:25][NH2:26])[CH2:21][CH2:20]1>>[CH2:1]([O:3][C:4]([C:6]1[CH:7]=[N:8][C:9]2[C:14]([C:15]=1[NH:26][CH2:25][CH:22]1[CH2:23][CH2:24][O:19][CH2:20][CH2:21]1)=[CH:13][CH:12]=[CH:11][C:10]=2[O:17][CH3:18])=[O:5])[CH3:2]. Yields the product C(C)OC(=O)C=1C=NC2=C(C=CC=C2C1NCC1CCOCC1)OC (8-methoxy-4-[(tetrahydro-pyran-4-ylmethyl)-amino]-quinoline-3-carboxylic acid ethyl ester). The reactants are NC1=C(C(=NN1C1=C(C=C(C=C1Cl)Cl)Cl)C(C)C)C(=O)N (5-amino-3-isopropyl-1-(2,4,6-trichlorophenyl)pyrazole-4-carboxamide), COC=1C=C(C=CC1)CC(=O)Cl (3-methoxyphenylacetyl chloride), [O-]CC.[Na+] (sodium ethoxide). Run in C(C)O (ethanol), C(C)O (ethanol). Run at time 18 hour. Product: ClC1=C(C(=CC(=C1)Cl)Cl)N1NC(=C2C1=NC(=NC2=O)CC2=CC(=CC=C2)OC)C(C)C (1-(2,4,6-trichlorophenyl)-3-isopropyl-6-(3-methoxybenzyl)pyrazolo[3,4-d]pyrimidin-4-one). Yield: 71.2%. Reaction SMILES: [NH2:1][C:2]1[N:6]([C:7]2[C:12]([Cl:13])=[CH:11][C:10]([Cl:14])=[CH:9][C:8]=2[Cl:15])[N:5]=[C:4]([CH:16]([CH3:18])[CH3:17])[C:3]=1[C:19]([NH2:21])=[O:20].[CH3:22][O:23][C:24]1[CH:25]=[C:26]([CH2:30][C:31](Cl)=O)[CH:27]=[CH:28][CH:29]=1.[O-]CC.[Na+]>C(O)C>[Cl:13][C:12]1[CH:11]=[C:10]([Cl:14])[CH:9]=[C:8]([Cl:15])[C:7]=1[N:6]1[C:2]2=[N:1][C:31]([CH2:30][C:26]3[CH:27]=[CH:28][CH:29]=[C:24]([O:23][CH3:22])[CH:25]=3)=[N:21][C:19](=[O:20])[C:3]2=[C:4]([CH:16]([CH3:18])[CH3:17])[NH:5]1 |f:2.3|. Reported procedure: Part C: To a stirred solution of 167 mg (0.5 mmol) of 5-amino-3-isopropyl-1-(2,4,6-trichlorophenyl)pyrazole-4-carboxamide in 6 mL of absolute ethanol was added 550 mg (3.0 mmol) of 3-methoxyphenylacetyl chloride followed by 2.3 mL (6.0 mmol) of 2.66 M sodium ethoxide in ethanol. The solution was stirred 18 h at reflux, and the heating mantle was then removed. The reaction was treated with 5 mL of 10% aq. HOAc, cooled to ambient temperature, and filtered. The filtrate was washed with 6 mL of 1:1 ... Reactants: N([C@@H]([C@@H](C)CC)C(=O)N[C@@H](C)C(=O)NCC(=O)N[C@@H](CCC(N)=O)C(=O)N[C@H](CCCNC(N[N+](=O)[O-])=N)C(=O)OCC1=CC=CC=C1)C(=O)OC(C)(C)C (Boc-Ile-Ala-Gly-Gln-D-Arg(NO2)-OBzl), N([C@@H](CCC(N)=O)C(=O)NCC(=O)O)C(=O)OC(C)(C)C (Boc-Gln-Gly-OH). The product is N([C@@H](CCC(N)=O)C(=O)NCC(=O)N[C@@H]([C@@H](C)CC)C(=O)N[C@@H](C)C(=O)NCC(=O)N[C@@H](CCC(N)=O)C(=O)N[C@H](CCCNC(N[N+](=O)[O-])=N)C(=O)OCC1=CC=CC=C1)C(=O)OC(C)(C)C (Boc-Gln-Gly-Ile-Ala-Gly-Gln-D-Arg(NO2)-OBzl). As a reaction SMILES: [NH:1](C(OC(C)(C)C)=O)[C@H:2]([C:7]([NH:9][C@H:10]([C:12]([NH:14][CH2:15][C:16]([NH:18][C@H:19]([C:25]([NH:27][C@@H:28]([C:39]([O:41][CH2:42][C:43]1[CH:48]=[CH:47][CH:46]=[CH:45][CH:44]=1)=[O:40])[CH2:29][CH2:30][CH2:31][NH:32][C:33](=[NH:38])[NH:34][N+:35]([O-:37])=[O:36])=[O:26])[CH2:20][CH2:21][C:22](=[O:24])[NH2:23])=[O:17])=[O:13])[CH3:11])=[O:8])[C@H:3]([CH2:5][CH3:6])[CH3:4].[NH:56]([C:70]([O:72][C:73]([CH3:76])([CH3:75])[CH3:74])=[O:71])[C@H:57]([C:63]([NH:65][CH2:66][C:67]([OH:69])=O)=[O:64])[CH2:58][CH2:59][C:60](=[O:62])[NH2:61]>>[NH:56]([C:70]([O:72][C:73]([CH3:76])([CH3:75])[CH3:74])=[O:71])[C@H:57]([C:63]([NH:65][CH2:66][C:67]([NH:1][C@H:2]([C:7]([NH:9][C@H:10]([C:12]([NH:14][CH2:15][C:16]([NH:18][C@H:19]([C:25]([NH:27][C@@H:28]([C:39]([O:41][CH2:42][C:43]1[CH:44]=[CH:45][CH:46]=[CH:47][CH:48]=1)=[O:40])[CH2:29][CH2:30][CH2:31][NH:32][C:33](=[NH:38])[NH:34][N+:35]([O-:37])=[O:36])=[O:26])[CH2:20][CH2:21][C:22](=[O:24])[NH2:23])=[O:17])=[O:13])[CH3:11])=[O:8])[C@H:3]([CH2:5][CH3:6])[CH3:4])=[O:69])=[O:64])[CH2:58][CH2:59][C:60](=[O:62])[NH2:61]. Procedure: Boc-Ile-Ala-Gly-Gln-D-Arg(NO2)-OBzl (3.2 g, 5 m mol) was demasked with respect to the N-masking group, and coupled with Boc-Gln-Gly-OH (1.7 g, 5.5 m mol) in the manner similar to that of Example 1, paragraph 7). The reactants are C1(=CC=CC=C1)CCBr (2-Phenylethyl bromide), Cl.CNC (dimethylamine hydrochloride), C([O-])([O-])=O.[K+].[K+] (potassium carbonate). Run in CO (methanol). Product: CN(C)CCC1=CC=CC=C1 (N,N-dimethyl-2-phenylethylamine). Reaction SMILES: [C:1]1([CH2:7][CH2:8]Br)[CH:6]=[CH:5][CH:4]=[CH:3][CH:2]=1.Cl.[CH3:11][NH:12][CH3:13].C(=O)([O-])[O-].[K+].[K+]>CO>[CH3:11][N:12]([CH2:8][CH2:7][C:1]1[CH:6]=[CH:5][CH:4]=[CH:3][CH:2]=1)[CH3:13] |f:1.2,3.4.5|. Procedure details: 2-Phenylethyl bromide [0.01 mol.] and dimethylamine hydrochloride [0.02 mol.] are stirred at room temperature [24 hrs] and then refluxed [1 hr.] with potassium carbonate [0.06 in methanol. The insoluble materials are filtered and the solution evaporated and distilled to form N,N-dimethyl-2-phenylethylamine. The hydrochloride salt [m.p. 163-4° C.] is formed and recrystallized from ethanol. The structure was confirmed by its proton nmr spectrum, by its chemical ionization mass spectrum, and its co... The reactants are O=C([O-])[O-], CC(C)c1onc(-c2c(Cl)cccc2Cl)c1CCl, [Cs+], [Cs+], CN(C)C=O, O, COC(=O)c1ccc2cc(-c3ccc(O)cc3)ccc2n1. Yields the product COC(=O)c1ccc2cc(-c3ccc(OCc4c(-c5c(Cl)cccc5Cl)noc4C(C)C)cc3)ccc2n1. Reaction SMILES: [C:40](=[O:41])([O-:42])[O-:43].[Cl:22][CH2:23][c:24]1[c:25](-[c:32]2[c:33]([Cl:39])[cH:34][cH:35][cH:36][c:37]2[Cl:38])[n:26][o:27][c:28]1[CH:29]([CH3:30])[CH3:31].[Cs+:44].[Cs+:45].[O:47]=[CH:48][N:49]([CH3:50])[CH3:51].[OH2:46].[OH:1][c:2]1[cH:3][cH:4][c:5](-[c:8]2[cH:9][c:10]3[cH:11][cH:12][c:13]([C:18](=[O:19])[O:20][CH3:21])[n:14][c:15]3[cH:16][cH:17]2)[cH:6][cH:7]1>>[O:1]([c:2]1[cH:3][cH:4][c:5](-[c:8]2[cH:9][c:10]3[cH:11][cH:12][c:13]([C:18](=[O:19])[O:20][CH3:21])[n:14][c:15]3[cH:16][cH:17]2)[cH:6][cH:7]1)[CH2:23][c:24]1[c:25](-[c:32]2[c:33]([Cl:39])[cH:34][cH:35][cH:36][c:37]2[Cl:38])[n:26][o:27][c:28]1[CH:29]([CH3:30])[CH3:31]. The reactants are ClC1=C(C=CC(=C1)NC1=C(C=C(C=C1)F)F)C(=O)C1=C(C=CC(=C1)[N+](=O)[O-])C ([2-Chloro-4-(2,4-difluoro-phenylamino)-phenyl]-(2-methyl-5-nitro-phenyl)-methanone), BrC1=CC(=C(C=C1)C(=O)C1=C(C=CC(=C1)[N+](=O)[O-])C)Cl ((4-Bromo-2-chloro-phenyl)-(2-methyl-5-nitro-phenyl)-methanone), FC1=CC=C(N)C=C1 (4-fluoroaniline). Conditions: time 16 hour. Product: ClC1=C(C=CC(=C1)NC1=CC=C(C=C1)F)C(=O)C1=C(C=CC(=C1)[N+](=O)[O-])C ([2-Chloro-4-(4-fluoro-phenylamino)-phenyl]-(2-methyl-5-nitro-phenyl)-methanone). RXN SMILES: [Cl:1][C:2]1[CH:7]=[C:6]([NH:8][C:9]2[CH:14]=[CH:13][C:12]([F:15])=[CH:11][C:10]=2F)[CH:5]=[CH:4][C:3]=1[C:17]([C:19]1[CH:24]=[C:23]([N+:25]([O-:27])=[O:26])[CH:22]=[CH:21][C:20]=1[CH3:28])=[O:18].BrC1C=CC(C(C2C=C([N+]([O-])=O)C=CC=2C)=O)=C(Cl)C=1.FC1C=CC(N)=CC=1>>[Cl:1][C:2]1[CH:7]=[C:6]([NH:8][C:9]2[CH:14]=[CH:13][C:12]([F:15])=[CH:11][CH:10]=2)[CH:5]=[CH:4][C:3]=1[C:17]([C:19]1[CH:24]=[C:23]([N+:25]([O-:27])=[O:26])[CH:22]=[CH:21][C:20]=1[CH3:28])=[O:18]. Procedure: The reaction was carried out similarly as described in the preparation of compound 403, using compound 402 (22.6 mmol) and 4-fluoroaniline (24.8 mmol) except the time for the reaction was 16 h. The crude product was purified by flash chromatography using EtOAc/petroleum ether (40-60) 1:5 as the eluent to afford the title compound as yellow solid.